From a dataset of the Open Reaction Database (ORD), a public repository of structured organic reaction records. describe an organic reaction: reactants, conditions, products, and yield Starting materials: CC(C)(C)OC(=O)NC1CCNC1, CN1CCCC1=O, CC(C)(C)OC(=O)NC1CCC(NC(=O)Oc2ccccc2)CC1. The product is CC(C)(C)OC(=O)NC1CCC(NC(=O)N2CCC(NC(=O)OC(C)(C)C)C2)CC1. RXN SMILES: [C:25]([CH3:26])([CH3:27])([CH3:28])[O:29][C:30]([NH:31][CH:32]1[CH2:33][NH:34][CH2:35][CH2:36]1)=[O:37].[CH3:38][N:39]1[CH2:40][CH2:41][CH2:42][C:43]1=[O:44].[c:1]1([O:2][C:8]([NH:9][CH:10]2[CH2:11][CH2:12][CH:13]([NH:16][C:17](=[O:18])[O:19][C:20]([CH3:21])([CH3:22])[CH3:23])[CH2:14][CH2:15]2)=[O:24])[cH:3][cH:4][cH:5][cH:6][cH:7]1>>[C:8]([NH:9][CH:10]1[CH2:11][CH2:12][CH:13]([NH:16][C:17](=[O:18])[O:19][C:20]([CH3:21])([CH3:22])[CH3:23])[CH2:14][CH2:15]1)(=[O:24])[N:34]1[CH2:33][CH:32]([NH:31][C:30]([O:29][C:25]([CH3:26])([CH3:27])[CH3:28])=[O:37])[CH2:36][CH2:35]1. Reactants: C(C)(C)(C)C1=CC(=C(C=N1)C=1N([C@]([C@](N1)(C)C1=CC=C(C=C1)Cl)(C)C1=CC=C(C=C1)Cl)C(=O)N1CCC(CC1)CC(=O)O)OCC ({1-[(4S,5R)-2-(6-tert-butyl-4-ethoxy-pyridin-3-yl)-4,5-bis-(4-chloro-phenyl)-4,5-dimethyl-4,5-dihydro-imidazole-1-carbonyl]-piperidin-4-yl}-acetic acid), CC1=C(CCN)C=CC=C1 (2-methyl-phenethylamine). The product is C(C)(C)(C)C1=CC(=C(C=N1)C=1N([C@]([C@](N1)(C)C1=CC=C(C=C1)Cl)(C)C1=CC=C(C=C1)Cl)C(=O)N1CCC(CC1)CC(=O)NCCC1=C(C=CC=C1)C)OCC (2-{1-[(4S,5R)-2-(6-tert-Butyl-4-ethoxy-pyridin-3-yl)-4,5-bis-(4-chloro-phenyl)-4,5-dimethyl-4,5-dihydro-imidazole-1-carbonyl]-piperidin-4-yl}-N-(2-o-tolyl-ethyl)-acetamide). Reaction SMILES: [C:1]([C:5]1[N:10]=[CH:9][C:8]([C:11]2[N:12]([C:32]([N:34]3[CH2:39][CH2:38][CH:37]([CH2:40][C:41]([OH:43])=O)[CH2:36][CH2:35]3)=[O:33])[C@@:13]([C:25]3[CH:30]=[CH:29][C:28]([Cl:31])=[CH:27][CH:26]=3)([CH3:24])[C@@:14]([C:17]3[CH:22]=[CH:21][C:20]([Cl:23])=[CH:19][CH:18]=3)([CH3:16])[N:15]=2)=[C:7]([O:44][CH2:45][CH3:46])[CH:6]=1)([CH3:4])([CH3:3])[CH3:2].[CH3:47][C:48]1[CH:56]=[CH:55][CH:54]=[CH:53][C:49]=1[CH2:50][CH2:51][NH2:52]>>[C:1]([C:5]1[N:10]=[CH:9][C:8]([C:11]2[N:12]([C:32]([N:34]3[CH2:35][CH2:36][CH:37]([CH2:40][C:41]([NH:52][CH2:51][CH2:50][C:49]4[CH:53]=[CH:54][CH:55]=[CH:56][C:48]=4[CH3:47])=[O:43])[CH2:38][CH2:39]3)=[O:33])[C@@:13]([C:25]3[CH:26]=[CH:27][C:28]([Cl:31])=[CH:29][CH:30]=3)([CH3:24])[C@@:14]([C:17]3[CH:18]=[CH:19][C:20]([Cl:23])=[CH:21][CH:22]=3)([CH3:16])[N:15]=2)=[C:7]([O:44][CH2:45][CH3:46])[CH:6]=1)([CH3:3])([CH3:4])[CH3:2]. Reported procedure: In a manner analogous to the method described in example 163, {1-[(4S,5R)-2-(6-tert-butyl-4-ethoxy-pyridin-3-yl)-4,5-bis-(4-chloro-phenyl)-4,5-dimethyl-4,5-dihydro-imidazole-1-carbonyl]-piperidin-4-yl}-acetic acid was reacted with 2-methyl-phenethylamine (Oakwood) to give the title product. LC-MS (ES+) 782 [(M+H)+]. Reactants: CC=1C(=NNC1)C1=CC=CC=C1 (4-methyl-3-phenylpyrazole), BrC(C(=O)N(C)C)CC (2-bromo-N,N-dimethylbutyramide), ClC(C(=O)N(C)C)C (2-chloro-N,N-dimethylpropionamide). Product: C(C)C(C(=O)N(C)C)N1N=C(C(=C1)C)C1=C(C=CC=C1)C (α-ethyl-N,N,4-trimethyl-3-(o-tolyl)pyrazole-1-acetamide). As a reaction SMILES: [CH3:1][C:2]1[C:3]([C:7]2[CH:12]=[CH:11][CH:10]=[CH:9][CH:8]=2)=[N:4][NH:5][CH:6]=1.Br[CH:14]([CH2:20][CH3:21])[C:15]([N:17]([CH3:19])[CH3:18])=[O:16].Cl[CH:23](C)C(N(C)C)=O>>[CH2:20]([CH:14]([N:5]1[CH:6]=[C:2]([CH3:1])[C:3]([C:7]2[CH:8]=[CH:9][CH:10]=[CH:11][C:12]=2[CH3:23])=[N:4]1)[C:15]([N:17]([CH3:19])[CH3:18])=[O:16])[CH3:21]. Procedure: Following the procedure of Example 1, but substituting 4-methyl-3-(o-tolyl)pyrazole for 4-methyl-3-phenylpyrazole and 2-bromo-N,N-dimethylbutyramide for 2-chloro-N,N-dimethylpropionamide there was obtained α-ethyl-N,N,4-trimethyl-3-(o-tolyl)pyrazole-1-acetamide having a boiling point of 155°-157°/0.05 mm. The solvent is CO.C(C)(=O)OCC (methanol ethyl acetate), ClCCl (dichloromethane), CO (methanol). Yields the product COC=1C=C(C(=O)N2CC(CC2)(C2=NC=CC=C2)CCN2CCN(CCC2)C2=NC3=C(N2CCOCC)C=CC=C3)C=C(C1OC)OC (1-(3,4,5-Trimethoxybenzoyl)-3-(2-(4-(1-(2-ethoxyethyl)-1H-benzimidazol-2-yl)[1,4]diazepan-1-yl)ethyl)-3-(pyrid-2-yl)pyrrolidine). Reported procedure: Combine 1-(3,4,5-trimethoxybenzoyl)-3-(pyrid-2-yl)-3-(2-oxoethyl)pyrrolidine (0.29 g, 0.75 mmol) and 4-(1-(2-ethoxyethyl)-1H-benzimidazol-2-yl)[1,4]diazepane (0.26 g, 0.91 mmol) silica gel (about 2 g) and 3 Å molecular sieves (about 2 g) in methanol (16 mL). After 18 hours, add sodium cyanoborohydride (0.47 g, 7.5 mmol) and stir. After 7 days, add a solution of 2 M sodium hydroxide and dichloromethane. After 1 hour, filter, separate the layers in the filtrate, dry the organic layer over Na2SO4, ... Reaction SMILES: [CH3:1][O:2][C:3]1[CH:4]=[C:5]([CH:22]=[C:23]([O:27][CH3:28])[C:24]=1[O:25][CH3:26])[C:6]([N:8]1[CH2:12][CH2:11][C:10]([C:16]2[CH:21]=[CH:20][CH:19]=[CH:18][N:17]=2)([CH2:13][CH:14]=O)[CH2:9]1)=[O:7].[CH2:29]([O:31][CH2:32][CH2:33][N:34]1[C:38]2[CH:39]=[CH:40][CH:41]=[CH:42][C:37]=2[N:36]=[C:35]1[N:43]1[CH2:49][CH2:48][CH2:47][NH:46][CH2:45][CH2:44]1)[CH3:30].C([BH3-])#N.[Na+].[OH-].[Na+]>CO.CO.C(OCC)(=O)C.ClCCl>[CH3:28][O:27][C:23]1[CH:22]=[C:5]([CH:4]=[C:3]([O:2][CH3:1])[C:24]=1[O:25][CH3:26])[C:6]([N:8]1[CH2:12][CH2:11][C:10]([CH2:13][CH2:14][N:46]2[CH2:47][CH2:48][CH2:49][N:43]([C:35]3[N:34]([CH2:33][CH2:32][O:31][CH2:29][CH3:30])[C:38]4[CH:39]=[CH:40][CH:41]=[CH:42][C:37]=4[N:36]=3)[CH2:44][CH2:45]2)([C:16]2[CH:21]=[CH:20][CH:19]=[CH:18][N:17]=2)[CH2:9]1)=[O:7] |f:2.3,4.5,7.8|. Reactants: COC=1C=C(C(=O)N2CC(CC2)(CC=O)C2=NC=CC=C2)C=C(C1OC)OC (1-(3,4,5-trimethoxybenzoyl)-3-(pyrid-2-yl)-3-(2-oxoethyl)pyrrolidine), [OH-].[Na+] (sodium hydroxide), C(C)OCCN1C(=NC2=C1C=CC=C2)N2CCNCCC2 (4-(1-(2-ethoxyethyl)-1H-benzimidazol-2-yl)[1,4]diazepane), C(#N)[BH3-].[Na+] (sodium cyanoborohydride). Run at time 18 hour. The reactants are Fc1ccnc(Cl)c1, Cc1nc(I)c(C)[nH]1. The product is Cc1nc(I)c(C)n1-c1ccnc(Cl)c1. As a reaction SMILES: [Cl:9][c:10]1[n:11][cH:12][cH:13][c:14]([F:16])[cH:15]1.[I:1][c:2]1[n:3][c:4]([CH3:8])[nH:5][c:6]1[CH3:7]>>[I:1][c:2]1[n:3][c:4]([CH3:8])[n:5](-[c:14]2[cH:13][cH:12][n:11][c:10]([Cl:9])[cH:15]2)[c:6]1[CH3:7]. The reagents and catalysts are O=[Mn]=O (MnO2). The reactants are [N+](=O)([O-])C=1C=NN(C1)CC1=CC(=NO1)C(C)O (1-[5-(4-nitro-pyrazol-1-ylmethyl)-isoxazol-3-yl]-ethanol), N#N (N2). Product: [N+](=O)([O-])C=1C=NN(C1)CC1=CC(=NO1)C(C)=O (1-[5-(4-Nitro-pyrazol-1-ylmethyl)-isoxazol-3-yl]-ethanone). Run in C(Cl)Cl (CH2Cl2). As a reaction SMILES: N#N.[N+:3]([C:6]1[CH:7]=[N:8][N:9]([CH2:11][C:12]2[O:16][N:15]=[C:14]([CH:17]([OH:19])[CH3:18])[CH:13]=2)[CH:10]=1)([O-:5])=[O:4]>C(Cl)Cl.O=[Mn]=O>[N+:3]([C:6]1[CH:7]=[N:8][N:9]([CH2:11][C:12]2[O:16][N:15]=[C:14]([C:17](=[O:19])[CH3:18])[CH:13]=2)[CH:10]=1)([O-:5])=[O:4]. Procedure details: In a flame dried round-bottomed flask equipped with a magnetic stir bar and under inert atmosphere (N2), a solution of 1-[5-(4-nitro-pyrazol-1-ylmethyl)-isoxazol-3-yl]-ethanol (435 mg, 1.83 mmol) in CH2Cl2 (8.0 mL) was treated at rt with MnO2 (1.32 g, 13.70 mmol) and the reaction mixture was stirred for 16 h at rt before being filtered through Celite. The solvent was removed under reduced pressure to give the title compound. LC-MS-conditions 02: tR=0.87 min. Run at time 16 hour. Reactants: ClC=1C=CC(=C(C(=O)C2=CC=CC=C2)C1)N1C(=NN=C1CN(C)C)CO (5-chloro-2-[3-(hydroxymethyl)-5-[(dimethylamino)methyl]-4H-1,2,4-triazol-4-yl]benzophenone), CS(=O)(=O)Cl (methanesulfonyl chloride), C(C#C)N (propargylamine). The product is ClC=1C=CC(=C(C(=O)C2=CC=CC=C2)C1)N1C(=NN=C1CN(C)C)CNCC#C (5-chloro-2-[3-[[(2-propynyl)amino]methyl]-5-[(dimethylamino)methyl]-4H-1,2,4-triazol-4-yl]benzophenone). As a reaction SMILES: [Cl:1][C:2]1[CH:3]=[CH:4][C:5]([N:16]2[C:20]([CH2:21][N:22]([CH3:24])[CH3:23])=[N:19][N:18]=[C:17]2[CH2:25]O)=[C:6]([CH:15]=1)[C:7]([C:9]1[CH:14]=[CH:13][CH:12]=[CH:11][CH:10]=1)=[O:8].CS(Cl)(=O)=O.[CH2:32]([NH2:35])[C:33]#[CH:34]>>[Cl:1][C:2]1[CH:3]=[CH:4][C:5]([N:16]2[C:20]([CH2:21][N:22]([CH3:24])[CH3:23])=[N:19][N:18]=[C:17]2[CH2:25][NH:35][CH2:32][C:33]#[CH:34])=[C:6]([CH:15]=1)[C:7]([C:9]1[CH:14]=[CH:13][CH:12]=[CH:11][CH:10]=1)=[O:8]. Procedure details: In the manner given in Example 47, 5-chloro-2-[3-(hydroxymethyl)-5-[(dimethylamino)methyl]-4H-1,2,4-triazol-4-yl]benzophenone is treated first with methanesulfonyl chloride followed by propargylamine to give 5-chloro-2-[3-[[(2-propynyl)amino]methyl]-5-[(dimethylamino)methyl]-4H-1,2,4-triazol-4-yl]benzophenone. Starting materials: ClC=1C=C(OCC(=O)O)C=CC1Cl (3,4-dichlorophenoxyacetic acid), CN(C1CN(CC1)C=1SC2=C(N1)C=CC(=C2)N)C (2-(3-dimethylamino-pyrrolidin-1-yl)-benzothiazol-6-ylamine). Product: ClC=1C=C(OCC(=O)NC2=CC3=C(N=C(S3)N3CC(CC3)N(C)C)C=C2)C=CC1Cl (2-(3,4-Dichloro-phenoxy)-N-[2-(3-dimethylamino-pyrrolidin-1-yl)-benzothiazol-6-yl]-acetamide). RXN SMILES: [Cl:1][C:2]1[CH:3]=[C:4]([CH:10]=[CH:11][C:12]=1[Cl:13])[O:5][CH2:6][C:7]([OH:9])=O.[CH3:14][N:15]([CH3:31])[CH:16]1[CH2:20][CH2:19][N:18]([C:21]2[S:22][C:23]3[CH:29]=[C:28]([NH2:30])[CH:27]=[CH:26][C:24]=3[N:25]=2)[CH2:17]1>>[Cl:1][C:2]1[CH:3]=[C:4]([CH:10]=[CH:11][C:12]=1[Cl:13])[O:5][CH2:6][C:7]([NH:30][C:28]1[CH:27]=[CH:26][C:24]2[N:25]=[C:21]([N:18]3[CH2:19][CH2:20][CH:16]([N:15]([CH3:31])[CH3:14])[CH2:17]3)[S:22][C:23]=2[CH:29]=1)=[O:9]. Procedure: Prepare according to the procedures described in Example 1, step 4, Method B, using 3,4-dichlorophenoxyacetic acid (135 mg, 0.611 mmol) and 2-(3-dimethylamino-pyrrolidin-1-yl)-benzothiazol-6-ylamine (162 mg, 0.618 mmol) to afford the title compound, mass spectrum (m/e): 465 [M+H], 463 [M−H]. The reactants are NC1=NC2=C(C=CC=C2C=C1)OCCOC=1C(=NC=CN1)N1CCN(CC1)C(=O)OC(C)(C)C (tert-Butyl 4-(3-{2-[(2-amino-8-quinolinyl)oxy]ethoxy}-2-pyrazinyl)-1-piperazinecarboxylate), CC(=O)OC(=O)C (Ac2O). Solvent: N1=CC=CC=C1 (pyridine). Run at time 5 hour. Product: C(C)(=O)NC1=NC2=C(C=CC=C2C=C1)OCCOC=1C(=NC=CN1)N1CCN(CC1)C(=O)OC(C)(C)C (tert-Butyl 4-[3-(2-{[2-(acetylamino)-8-quinolinyl]oxy}ethoxy)-2-pyrazinyl]-1-piperazinecarboxylate). RXN SMILES: [NH2:1][C:2]1[CH:11]=[CH:10][C:9]2[C:4](=[C:5]([O:12][CH2:13][CH2:14][O:15][C:16]3[C:17]([N:22]4[CH2:27][CH2:26][N:25]([C:28]([O:30][C:31]([CH3:34])([CH3:33])[CH3:32])=[O:29])[CH2:24][CH2:23]4)=[N:18][CH:19]=[CH:20][N:21]=3)[CH:6]=[CH:7][CH:8]=2)[N:3]=1.[CH3:35][C:36](OC(C)=O)=[O:37]>N1C=CC=CC=1>[C:36]([NH:1][C:2]1[CH:11]=[CH:10][C:9]2[C:4](=[C:5]([O:12][CH2:13][CH2:14][O:15][C:16]3[C:17]([N:22]4[CH2:23][CH2:24][N:25]([C:28]([O:30][C:31]([CH3:34])([CH3:33])[CH3:32])=[O:29])[CH2:26][CH2:27]4)=[N:18][CH:19]=[CH:20][N:21]=3)[CH:6]=[CH:7][CH:8]=2)[N:3]=1)(=[O:37])[CH3:35]. Procedure: The product obtained in Step 1 (502 mg, 1.08 mmol) was dissolved in pyridine. Ac2O (0.42 mL 4.45 mmol) was added, and the reaction mixture seas stirred under inert atmosphere at room temperature for 5 h. Concentration in vacuo afforded a yellow oil, which was purified by column chromatography using EtOAc/Et3N (95:5) as eluent to give the title product as a yellow solid: yield 531 mg (97%); MS m/z 509 (M+H)+. Anal. (C26H32N6O5.0.4 H2O) C, H, N Reactants: BrC(C(C)=O)C1=CC=CC=C1 (1-Bromo-1-phenyl-2-propanone), ClC1=C(C(=S)N)C=CC=C1 (o-chlorothiobenzamide). Solvent: C(C)O (ethanol). Yields the product ClC1=C(C=CC=C1)C=1SC(=C(N1)C)C1=CC=CC=C1 (2-(2-chlorophenyl)-4-methyl-5-phenylthiazole). Yield: 79.1%. Reaction SMILES: Br[CH:2]([C:6]1[CH:11]=[CH:10][CH:9]=[CH:8][CH:7]=1)[C:3](=O)[CH3:4].[Cl:12][C:13]1[CH:21]=[CH:20][CH:19]=[CH:18][C:14]=1[C:15]([NH2:17])=[S:16]>C(O)C>[Cl:12][C:13]1[CH:21]=[CH:20][CH:19]=[CH:18][C:14]=1[C:15]1[S:16][C:2]([C:6]2[CH:11]=[CH:10][CH:9]=[CH:8][CH:7]=2)=[C:3]([CH3:4])[N:17]=1. Procedure: 1-Bromo-1-phenyl-2-propanone (10.6g, 0.050 mole), o-chlorothiobenzamide (8.8g, 0.051 mole), and ethanol (100 ml) are mixed and, after the initial exothermic reaction has subsided, heated under reflux for two hours. The ethanol is evaporated and the residue is treated with chloroform and aqueous sodium bicarbonate. The chloroform layer is separated and evaporated to leave a yellow oil which solidifies on standing. Recrystallization from acetonitrile yields 11.3g (79%) of 2-(2-chlorophenyl)-4-meth...